describe an organic reaction: reactants, conditions, products, and yield From a dataset of the Open Reaction Database (ORD), a public repository of structured organic reaction records. The reactants are BrC=1C=C2C(=CC1)OC(C[C@@]21N=C(COCC1(F)F)N)C1=CC=CC=C1 ((2RS,4R)-6-bromo-6′,6′-difluoro-2-phenyl-6′,7′-dihydro-2′H-spiro[chroman-4,5′-[1,4]oxazepin]-3′-amine), ClC=1C=C(C=C(C1)Cl)B(O)O (3,5-dichlorophenylboronic acid). The product is ClC=1C=C(C=C(C1)Cl)C=1C=C2C(=CC1)OC(C[C@@]21N=C(COCC1(F)F)N)C1=CC=CC=C1 ((2RS,4R)-6-(3,5-Dichlorophenyl)-6′,6′-difluoro-2-phenyl-6′,7′-dihydro-2′H-spiro[chroman-4,5′-[1,4]oxazepin]-3′-amine). Isolated yield 8.0%. RXN SMILES: Br[C:2]1[CH:3]=[C:4]2[C@@:11]3([C:17]([F:19])([F:18])[CH2:16][O:15][CH2:14][C:13]([NH2:20])=[N:12]3)[CH2:10][CH:9]([C:21]3[CH:26]=[CH:25][CH:24]=[CH:23][CH:22]=3)[O:8][C:5]2=[CH:6][CH:7]=1.[Cl:27][C:28]1[CH:29]=[C:30](B(O)O)[CH:31]=[C:32]([Cl:34])[CH:33]=1>>[Cl:27][C:28]1[CH:29]=[C:30]([C:2]2[CH:3]=[C:4]3[C@@:11]4([C:17]([F:19])([F:18])[CH2:16][O:15][CH2:14][C:13]([NH2:20])=[N:12]4)[CH2:10][CH:9]([C:21]4[CH:26]=[CH:25][CH:24]=[CH:23][CH:22]=4)[O:8][C:5]3=[CH:6][CH:7]=2)[CH:31]=[C:32]([Cl:34])[CH:33]=1. Reported procedure: The cross coupling reaction of (2RS,4R)-6-bromo-6′,6′-difluoro-2-phenyl-6′,7′-dihydro-2′H-spiro[chroman-4,5′-[1,4]oxazepin]-3′-amine (intermediate C3.4) with 3,5-dichlorophenylboronic acid yielded the title compound (8% yield) as a white solid. MS (ISP): m/z=489.4 [M+H]+.